Dataset: the Open Reaction Database (ORD), a public repository of structured organic reaction records. Task: describe an organic reaction: reactants, conditions, products, and yield The reactants are COCCCN1CCOc2ccc(COC3CN(C(=O)OCc4ccccc4)CC(COS(=O)(=O)c4ccc(C)cc4)C3c3ccc(COCC(C)COC)cc3)cc21, CN1CCCN(C)C1=O, COC(C)(C)C, [N-]=[N+]=[N-], [Na+]. Yields the product COCCCN1CCOc2ccc(COC3CN(C(=O)OCc4ccccc4)CC(CN=[N+]=[N-])C3c3ccc(COCC(C)COC)cc3)cc21. As a reaction SMILES: [CH2:5]([c:6]1[cH:7][cH:8][cH:9][cH:10][cH:11]1)[O:12][C:13](=[O:14])[N:15]1[CH2:16][CH:17]([O:47][CH2:48][c:49]2[cH:50][cH:51][c:52]3[c:53]([cH:63]2)[N:54]([CH2:58][CH2:59][CH2:60][O:61][CH3:62])[CH2:55][CH2:56][O:57]3)[CH:18]([c:33]2[cH:34][cH:35][c:36]([CH2:39][O:40][CH2:41][CH:42]([CH2:43][O:44][CH3:45])[CH3:46])[cH:37][cH:38]2)[CH:19]([CH2:21][O:22][S:23]([c:24]2[cH:25][cH:26][c:27]([CH3:28])[cH:29][cH:30]2)(=[O:31])=[O:32])[CH2:20]1.[CH3:64][N:65]1[CH2:66][CH2:67][CH2:68][N:69]([CH3:70])[C:71]1=[O:72].[CH3:73][O:74][C:75]([CH3:76])([CH3:77])[CH3:78].[N-:2]=[N+:3]=[N-:4].[Na+:1]>>[N:2](=[N+:3]=[N-:4])[CH2:21][CH:19]1[CH:18]([c:33]2[cH:34][cH:35][c:36]([CH2:39][O:40][CH2:41][CH:42]([CH2:43][O:44][CH3:45])[CH3:46])[cH:37][cH:38]2)[CH:17]([O:47][CH2:48][c:49]2[cH:50][cH:51][c:52]3[c:53]([cH:63]2)[N:54]([CH2:58][CH2:59][CH2:60][O:61][CH3:62])[CH2:55][CH2:56][O:57]3)[CH2:16][N:15]([C:13]([O:12][CH2:5][c:6]2[cH:7][cH:8][cH:9][cH:10][cH:11]2)=[O:14])[CH2:20]1.